This data is from the Open Reaction Database (ORD), a public repository of structured organic reaction records. The task is: describe an organic reaction: reactants, conditions, products, and yield The reactants are COC=1C=C(C=CC1OC)C(C(=O)OC)CC=1C=NC2=CC=CC(=C2C1)OC (methyl 2-(3,4-dimethoxyphenyl)-3-(5-methoxyquinolin-3-yl)propanoate), COC=1C=C(C=CC1OC)C(C(=O)OC)CC=1C=NC2=CC=CC(=C2C1)OC (methyl 2-(3,4-dimethoxyphenyl)-3-(5-methoxyquinolin-3-yl)propanoate), C(C)(=O)OC(C)=O (acetic anhydride), HClO4. Run in CCOCC (Et2O). Reaction conditions: time 45 minute. Yields the product C(C)(=O)C1=C(C=C(C(=C1)OC)OC)C(C(=O)OC)CC=1C=NC2=CC=CC(=C2C1)OC (Methyl 2-(2-acetyl-4,5-dimethoxyphenyl)-3-(5-methoxyquinolin-3-yl)propanoate). The yield is 59.0%. As a reaction SMILES: [CH3:1][O:2][C:3]1[CH:4]=[C:5]([CH:11]([CH2:16][C:17]2[CH:18]=[N:19][C:20]3[C:25]([CH:26]=2)=[C:24]([O:27][CH3:28])[CH:23]=[CH:22][CH:21]=3)[C:12]([O:14][CH3:15])=[O:13])[CH:6]=[CH:7][C:8]=1[O:9][CH3:10].[C:29](OC(=O)C)(=[O:31])[CH3:30]>CCOCC>[C:29]([C:6]1[CH:7]=[C:8]([O:9][CH3:10])[C:3]([O:2][CH3:1])=[CH:4][C:5]=1[CH:11]([CH2:16][C:17]1[CH:18]=[N:19][C:20]2[C:25]([CH:26]=1)=[C:24]([O:27][CH3:28])[CH:23]=[CH:22][CH:21]=2)[C:12]([O:14][CH3:15])=[O:13])(=[O:31])[CH3:30]. Procedure: To a solution of methyl 2-(3,4-dimethoxyphenyl)-3-(5-methoxyquinolin-3-yl)propanoate CCH 34144-5 (46 mg, 121 μmol) in acetic anhydride (2.0 mL, 21.2 mmol) at 0° C. in a 50 mL round-bottomed flask equipped with a magnetic stirrer was added HClO4 (ca. 70% solution in water, 0.1 mL, 1.2 mmol). The reaction mixture was then allowed to warm up to RT, stirred for 45 min and diluted with Et2O (40 mL). The solid was filtered and washed several times with Et2O giving a brown residue. The residue was then... Conditions: time 30 minute. The solvent is C(Cl)(Cl)Cl (chloroform), C(Cl)(Cl)Cl (chloroform). Reaction SMILES: [O:1]1[CH2:5][CH2:4][O:3][CH:2]1[CH2:6][CH2:7][C@H:8]1[CH2:13][CH2:12][C@H:11]([C@H:14]2[CH2:19][CH2:18][C@H:17]([C:20]([OH:22])=O)[CH2:16][CH2:15]2)[CH2:10][CH2:9]1.ClC(OCC)=O.[NH3:29]>C(Cl)(Cl)Cl>[O:1]1[CH2:5][CH2:4][O:3][CH:2]1[CH2:6][CH2:7][C@H:8]1[CH2:13][CH2:12][C@H:11]([C@H:14]2[CH2:19][CH2:18][C@H:17]([C:20]([NH2:29])=[O:22])[CH2:16][CH2:15]2)[CH2:10][CH2:9]1. Reported procedure: 18 g of trans-4-[trans-4-(2-(1,3-dioxolan-2-yl)ethyl]-cyclohexyl]cyclohexanecarboxylic acid were dissolved in 600 ml of chloroform while gassing with argon and the solution was treated dropwise at 0° C. while stirring within 3 minutes with a solution of 7.2 ml of ethyl chloroformate in 40 ml of chloroform. The reaction solution was stirred for a further 30 minutes. Ammonia gas was then conducted into the solution during 10 minutes. The mixture was stirred at 0° C. for a further 30 minutes and th... Reactants: ClC(=O)OCC (ethyl chloroformate), O1C(OCC1)CC[C@@H]1CC[C@H](CC1)[C@@H]1CC[C@H](CC1)C(=O)O (trans-4-[trans-4-(2-(1,3-dioxolan-2-yl)ethyl]-cyclohexyl]cyclohexanecarboxylic acid), N (Ammonia). Yields the product O1C(OCC1)CC[C@@H]1CC[C@H](CC1)[C@@H]1CC[C@H](CC1)C(=O)N (trans-4-[trans-4-[2-(1,3-dioxolan-2-yl)ethyl]-cyclohexyl]cyclohexanecarboxamide).